This data is from the Open Reaction Database (ORD), a public repository of structured organic reaction records. The task is: describe an organic reaction: reactants, conditions, products, and yield The reactants are NC1C(N(C2=C(C(=N1)C1=CC=CC=C1)C=CC=C2)CC(=O)NCC2=CC=CC=C2)=O (3(R,S)-amino-1,3-dihydro-1-phenylmethylaminocarbonylmethyl-5-phenyl-2H-1,4-benzodiazepin-2-one), ClC1=CC=C(C=C1)N=C=O (4-chlorophenylisocyanate). The solvent is O1CCCC1 (tetrahydrofuran). Conditions: time 8 hour. Yields the product ClC1=CC=C(C=C1)NC(=O)NC1C(N(C2=C(C(=N1)C1=CC=CC=C1)C=CC=C2)CC(=O)NCC2=CC=CC=C2)=O (3-((((4-Chlorophenyl)amino)carbonyl)amino)2,3-dihydro-2-oxo-5-phenyl-N-(phenylmethyl)1H-1,4-benzodiazepine-1-acetamide). As a reaction SMILES: [NH2:1][CH:2]1[N:8]=[C:7]([C:9]2[CH:14]=[CH:13][CH:12]=[CH:11][CH:10]=2)[C:6]2[CH:15]=[CH:16][CH:17]=[CH:18][C:5]=2[N:4]([CH2:19][C:20]([NH:22][CH2:23][C:24]2[CH:29]=[CH:28][CH:27]=[CH:26][CH:25]=2)=[O:21])[C:3]1=[O:30].[Cl:31][C:32]1[CH:37]=[CH:36][C:35]([N:38]=[C:39]=[O:40])=[CH:34][CH:33]=1>O1CCCC1>[Cl:31][C:32]1[CH:37]=[CH:36][C:35]([NH:38][C:39]([NH:1][CH:2]2[N:8]=[C:7]([C:9]3[CH:10]=[CH:11][CH:12]=[CH:13][CH:14]=3)[C:6]3[CH:15]=[CH:16][CH:17]=[CH:18][C:5]=3[N:4]([CH2:19][C:20]([NH:22][CH2:23][C:24]3[CH:29]=[CH:28][CH:27]=[CH:26][CH:25]=3)=[O:21])[C:3]2=[O:30])=[O:40])=[CH:34][CH:33]=1. Procedure details: Equimolar amounts of 3(R,S)-amino-1,3-dihydro-1-phenylmethylaminocarbonylmethyl-5-phenyl-2H-1,4-benzodiazepin-2-one and 4-chlorophenylisocyanate were mixed in 8 ml of dry tetrahydrofuran at room temperature. The reaction mixture was allowed to stand for 8 hours and was then filtered. The collected solids were washed with tetrahydrofuran and dried in vacuo over P2O5 to give the analytical product: m.p. 260°-262° C.